From a dataset of the Open Reaction Database (ORD), a public repository of structured organic reaction records. describe an organic reaction: reactants, conditions, products, and yield Starting materials: CCOC(=O)c1cc2cccc(N(C)S(=O)(=O)c3nccn3C)c2[nH]1, [K+], C1CCOC1, [OH-]. Yields the product CN(c1cccc2cc(C(=O)O)[nH]c12)S(=O)(=O)c1nccn1C. As a reaction SMILES: [CH3:1][N:2]([c:3]1[cH:4][cH:5][cH:6][c:7]2[cH:8][c:9]([C:12](=[O:13])[O:14][CH2:15][CH3:16])[nH:10][c:11]12)[S:17](=[O:18])(=[O:19])[c:20]1[n:21]([CH3:25])[cH:22][cH:23][n:24]1.[K+:27].[O:28]1[CH2:29][CH2:30][CH2:31][CH2:32]1.[OH-:26]>>[CH3:1][N:2]([c:3]1[cH:4][cH:5][cH:6][c:7]2[cH:8][c:9]([C:12](=[O:13])[OH:14])[nH:10][c:11]12)[S:17](=[O:18])(=[O:19])[c:20]1[n:21]([CH3:25])[cH:22][cH:23][n:24]1. The reactants are Fc1ccccc1Br, CC(C)(C)OC(=O)N1CCC(O)CC1, CC(=O)OI1(OC(C)=O)(OC(C)=O)OC(=O)c2ccccc21, CCOC(C)=O, [H-], [Na+], CN(C)C=O. Yields the product CC(C)(C)OC(=O)N1CCC(Oc2ccccc2Br)CC1. Reaction SMILES: [Br:17][c:18]1[c:19]([F:24])[cH:20][cH:21][cH:22][cH:23]1.[C:3](=[O:4])([O:5][C:6]([CH3:7])([CH3:8])[CH3:9])[N:10]1[CH2:11][CH2:12][CH:13]([OH:16])[CH2:14][CH2:15]1.[CH3:25][C:26]([O:27][I:28]1([O:38][C:39]([CH3:40])=[O:41])([O:42][C:43]([CH3:44])=[O:45])[c:29]2[c:30]([cH:31][cH:32][cH:33][cH:34]2)[C:35](=[O:36])[O:37]1)=[O:46].[CH3:52][CH2:53][O:54][C:55]([CH3:56])=[O:57].[H-:2].[Na+:1].[O:47]=[CH:48][N:49]([CH3:50])[CH3:51]>>[C:3](=[O:4])([O:5][C:6]([CH3:7])([CH3:8])[CH3:9])[N:10]1[CH2:11][CH2:12][CH:13]([O:16][c:19]2[c:18]([Br:17])[cH:23][cH:22][cH:21][cH:20]2)[CH2:14][CH2:15]1. Reactants: CCOC(OCC)N1C(=O)Cc2ccccc21, C1CCOC1, C[Si](C)(C)[N-][Si](C)(C)C, Cc1ccccc1, COCCOc1cc2ncnc(Cl)c2cc1OC, [K+]. Yields the product CCOC(OCC)N1C(=O)C(c2ncnc3cc(OCCOC)c(OC)cc23)c2ccccc21. Reaction SMILES: [CH2:29]([CH3:30])[O:31][CH:32]([N:33]1[C:34](=[O:42])[CH2:35][c:36]2[cH:37][cH:38][cH:39][cH:40][c:41]21)[O:43][CH2:44][CH3:45].[CH2:53]1[O:54][CH2:55][CH2:56][CH2:57]1.[CH3:1][Si:2]([N-:3][Si:4]([CH3:5])([CH3:6])[CH3:7])([CH3:8])[CH3:9].[CH3:46][c:47]1[cH:48][cH:49][cH:50][cH:51][cH:52]1.[Cl:11][c:12]1[n:13][cH:14][n:15][c:16]2[cH:17][c:18]([O:24][CH2:25][CH2:26][O:27][CH3:28])[c:19]([O:22][CH3:23])[cH:20][c:21]12.[K+:10]>>[c:12]1([CH:35]2[C:34](=[O:42])[N:33]([CH:32]([O:31][CH2:29][CH3:30])[O:43][CH2:44][CH3:45])[c:41]3[c:36]2[cH:37][cH:38][cH:39][cH:40]3)[n:13][cH:14][n:15][c:16]2[cH:17][c:18]([O:24][CH2:25][CH2:26][O:27][CH3:28])[c:19]([O:22][CH3:23])[cH:20][c:21]12. Reactants: aqueous solution, [OH-].[Na+] (sodium hydroxide), C(CCC)[Li] (n-butyl lithium), BrC1=CC(=C(C=C1)C=1NC(C2=C(N1)N(N=C2C2CCCCC2)C)=O)OC (6-(4-Bromo-2-methoxyphenyl)-3-cyclohexyl-1-methyl-1,5-dihydro-4H-pyrazolo[3,4-d]pyrimidin-4-one), C(=O)=O (carbon dioxide). Solvent: O1CCCC1 (tetrahydrofuran). Reaction conditions: time 30 minute. Yields the product C1(CCCCC1)C1=NN(C=2N=C(NC(C21)=O)C2=C(C=C(C(=O)O)C=C2)OC)C (4-(3-Cyclohexyl-1-methyl-4-oxo-4,5-dihydro-1H-pyrazolo[3,4-d]pyrimidin-6-yl)-3-methoxybenzoic acid). Yield: 44.0%. As a reaction SMILES: C([Li])CCC.Br[C:7]1[CH:12]=[CH:11][C:10]([C:13]2[NH:14][C:15](=[O:29])[C:16]3[C:21]([CH:22]4[CH2:27][CH2:26][CH2:25][CH2:24][CH2:23]4)=[N:20][N:19]([CH3:28])[C:17]=3[N:18]=2)=[C:9]([O:30][CH3:31])[CH:8]=1.[C:32](=[O:34])=[O:33].[OH-].[Na+]>O1CCCC1>[CH:22]1([C:21]2[C:16]3[C:15](=[O:29])[NH:14][C:13]([C:10]4[CH:11]=[CH:12][C:7]([C:32]([OH:34])=[O:33])=[CH:8][C:9]=4[O:30][CH3:31])=[N:18][C:17]=3[N:19]([CH3:28])[N:20]=2)[CH2:27][CH2:26][CH2:25][CH2:24][CH2:23]1 |f:3.4|. Procedure: In a stream of nitrogen, 1.6 ml of n-butyl lithium (1.56M hexane solution 2.5 mmol) was added dropwise at −78° C. to a 10 ml tetrahydrofuran solution of 500 mg (1.20 mmol) of the compound obtained in Example 26. The mixture was stirred at the same temperature for 30 minutes, and then a carbon dioxide gas was blown into the reaction mixture for 45 minutes. Further, the reaction mixture was stirred at −78° C. for 2 hours, and then brought to room temperature. The reaction mixture was alkalinized b... RXN SMILES: [CH2:1]([N:8]1[C:18](=[O:19])[C:17]2[C:12](=[CH:13][C:14]([OH:20])=[CH:15][CH:16]=2)[S:9]1(=[O:11])=[O:10])[C:2]1[CH:7]=[CH:6][CH:5]=[CH:4][CH:3]=1.[CH3:21][O:22][CH2:23][CH2:24][O:25][CH2:26][CH2:27]Br.C(=O)([O-])[O-].[K+].[K+].C(C(C)=O)C>CN(C)C=O>[CH2:1]([N:8]1[C:18](=[O:19])[C:17]2[C:12](=[CH:13][C:14]([O:20][CH2:27][CH2:26][O:25][CH2:24][CH2:23][O:22][CH3:21])=[CH:15][CH:16]=2)[S:9]1(=[O:11])=[O:10])[C:2]1[CH:3]=[CH:4][CH:5]=[CH:6][CH:7]=1 |f:2.3.4|. Yield: 78.0%. Procedure details: A mixture of 2-benzyl-6-hydroxysaccharin (0.86 g), 2-bromoethyl 2-methoxyethyl ether (d=1.347, 0.45 mL), potassium carbonate (1.24 g), methyl ethyl ketone (50 mL) and dimethylformamide (2 mL) was heated under reflux for five hours, then poured into ice-water (500 mL). The resulting solid was collected, washed with water and dried affording 2-benzyl-6-[2-(2-methoxyethoxy)ethoxy]saccharin (0.92 g, 78% yield, mp 86°-88° C.). Run in CN(C=O)C (dimethylformamide). Starting materials: C(C1=CC=CC=C1)N1S(=O)(=O)C2=CC(=CC=C2C1=O)O (2-benzyl-6-hydroxysaccharin), COCCOCCBr (2-bromoethyl 2-methoxyethyl ether), C([O-])([O-])=O.[K+].[K+] (potassium carbonate), C(C)C(=O)C (methyl ethyl ketone), ice water. The product is C(C1=CC=CC=C1)N1S(=O)(=O)C2=CC(=CC=C2C1=O)OCCOCCOC (2-benzyl-6-[2-(2-methoxyethoxy)ethoxy]saccharin). The solvent is C(C)O (ethanol), C(C)O (ethanol). Reaction conditions: time 8 hour. As a reaction SMILES: [NH2:1][CH:2]1[CH:9]2[CH:10](O)[C:11]3[CH:16]=[CH:15][C:14]([OH:17])=[CH:13][C:12]=3[C:3]1([CH3:19])[CH2:4][CH2:5][CH2:6][CH2:7][CH2:8]2.[ClH:20].O.Cl.Cl>C(O)C>[OH2:17].[ClH:20].[NH2:1][CH:2]1[C:9]2=[CH:10][C:11]3[CH:16]=[CH:15][C:14]([OH:17])=[CH:13][C:12]=3[C:3]1([CH3:19])[CH2:4][CH2:5][CH2:6][CH2:7][CH2:8]2.[NH2:1][CH:2]1[C:9]2=[CH:10][C:11]3[CH:16]=[CH:15][C:14]([OH:17])=[CH:13][C:12]=3[C:3]1([CH3:19])[CH2:4][CH2:5][CH2:6][CH2:7][CH2:8]2.[ClH:20] |f:2.3.4,6.7.8.9.10|. Yield: 70.0%. Reported procedure: 13-Amino-5,6,7,8,9,10,11,12-octahydro-5-methyl-5,11-methanobenzocyclodecen-3,12-diol (0.7 g., 0.002 mole) was dissolved in 20 mL of boiling ethanol. To this solution was added 5 mL ethanol saturated with hydrogen chloride and was allowed to stand overnight. The solvent was evaporated under reduced pressure and the resulting residue was recrystallized from acetone-ethanol (5:1) to afford 400 mg (70% yield) of the title compound as a hydrochloride hemihydrate, mp 216°-218° C. Product: O.Cl.NC1C2(CCCCCC1=CC1=C2C=C(C=C1)O)C.NC1C2(CCCCCC1=CC1=C2C=C(C=C1)O)C.Cl (13-Amino-5,6,7,8,9,10-hexahydro-5-methyl-5,11-methanobenzocyclodecen-3-ol hydrochloride hemihydrate). The reactants are O.Cl.Cl (hydrochloride hemihydrate), NC1C2(CCCCCC1C(C1=C2C=C(C=C1)O)O)C (13-Amino-5,6,7,8,9,10,11,12-octahydro-5-methyl-5,11-methanobenzocyclodecen-3,12-diol), Cl (hydrogen chloride). Reactants: C(C)(=O)OC(C)=O (acetic anhydride), COC1=CC=C(C=C1)O (p-methoxyphenol). The solvent is ice water. The product is C(C)(=O)OC1=CC=C(C=C1)OC (p-Methoxyphenyl acetate). As a reaction SMILES: [C:1]([O:4][C:5](=[O:7])[CH3:6])(=O)[CH3:2].[CH3:8][O:9][C:10]1[CH:15]=CC(O)=[CH:12][CH:11]=1>>[C:5]([O:4][C:1]1[CH:12]=[CH:11][C:10]([O:9][CH3:8])=[CH:15][CH:2]=1)(=[O:7])[CH3:6]. Procedure details: To 1500 ml. of acetic anhydride was added portionwise 248 g. (2.0 m) of p-methoxyphenol. Following the addition, the solution was heated on a steam bath for 3 hours, then poured into 5 liters of ice water. The solvents were removed by distillation to give an amber colored liquid weighing 273 g. Reactants: [OH-].[Na+] (NaOH), Cl (HCl), CC1(CCC(C2CC(=CC=C12)C)(C)C)C (1,1,4,4,6-pentamethyltetrahydronaphtalene), [O-][Mn](=O)(=O)=O.[K+] (KMnO4). Solvent: O (H2O), N1=CC=CC=C1 (pyridine). Reaction conditions: temperature 95 celsius. Product: CC1(C=2C=CC(=CC2C(CC1)(C)C)C(=O)O)C (5,5,8,8-Tetramethyl-5,6,7,8-tetrahydro-naphthalene-2-carboxylic acid). The yield is 57.1%. As a reaction SMILES: [OH-:1].[Na+].[CH3:3][C:4]1([CH3:17])[C:13]2[CH:8]([CH2:9][C:10]([CH3:14])=[CH:11][CH:12]=2)[C:7]([CH3:16])([CH3:15])[CH2:6][CH2:5]1.[O-:18][Mn](=O)(=O)=O.[K+].Cl>O.N1C=CC=CC=1>[CH3:3][C:4]1([CH3:17])[CH2:5][CH2:6][C:7]([CH3:16])([CH3:15])[C:8]2[CH:9]=[C:10]([C:14]([OH:18])=[O:1])[CH:11]=[CH:12][C:13]1=2 |f:0.1,3.4|. Procedure: A three neck round bottom flask (250 ml) equipped with a magnetic stirrer was charged with pyridine (37.5 mL), H2O (12.5 ml) and NaOH (0.39 g, 9.8 mmol). 1,1,4,4,6-Pentamethyltetrahydronaphtalene 1 (1.00 g, 4.9 mmol) and KMnO4 (3.12 g, 19.8 mmol) were added successively. The reaction mixture was stirred and heated at 95° C. for 16 h and cooled to 1° C. using an ice-water bath. HCl (6 N, 100 mL) was added to acidify to pH=1 and the product was extracted with EtOAc (5×100 mL), dried over Na2SO4, f... Reactants: ClC1=CC=C(C=C1)C=1NC(=CC1C#N)SC1=CC(=C(C=C1)Cl)Cl (2-(p-chlorophenyl)-5-[(3,4-dichlorophenyl)thio]pyrrole-3-carbonitrile), CC(C)([O-])C.[K+] (potassium tert-butoxide), C(C)OCCl (chloromethyl ethyl ether). Solvent: O (water), C(C)(=O)OCC (ethyl acetate), O1CCCC1 (tetrahydrofuran). Reaction conditions: time 30 minute. Product: ClC1=CC=C(C=C1)C=1N(C(=CC1C#N)SC1=CC(=C(C=C1)Cl)Cl)COCC (2-(p-chlorophenyl)-5-[(3,4-dichlorophenyl)thio]-1-(ethoxymethyl)pyrrole-3-carbonitrile). Yield: 82.5%. Reaction SMILES: [Cl:1][C:2]1[CH:7]=[CH:6][C:5]([C:8]2[NH:9][C:10]([S:15][C:16]3[CH:21]=[CH:20][C:19]([Cl:22])=[C:18]([Cl:23])[CH:17]=3)=[CH:11][C:12]=2[C:13]#[N:14])=[CH:4][CH:3]=1.CC(C)([O-])C.[K+].[CH2:30]([O:32][CH2:33]Cl)[CH3:31]>O1CCCC1.O.C(OCC)(=O)C>[Cl:1][C:2]1[CH:3]=[CH:4][C:5]([C:8]2[N:9]([CH2:33][O:32][CH2:30][CH3:31])[C:10]([S:15][C:16]3[CH:21]=[CH:20][C:19]([Cl:22])=[C:18]([Cl:23])[CH:17]=3)=[CH:11][C:12]=2[C:13]#[N:14])=[CH:6][CH:7]=1 |f:1.2|. Procedure details: A mixture of 2-(p-chlorophenyl)-5-[(3,4-dichlorophenyl)thio]pyrrole-3-carbonitrile (820 mg, 2.16 mmol) and potassium tert-butoxide (266 mg, 2.37 mmol) in tetrahydrofuran is stirred at room temperature for 30 minutes, treated with chloromethyl ethyl ether (225 mg, 2.37 mmol), stirred at room temperature for 4 hours, and diluted with water and ethyl acetate. The phases are separated and the aqueous phase is extracted with ethyl acetate. The organic phase and extracts are combined, washed with wate...